This data is from the Open Reaction Database (ORD), a public repository of structured organic reaction records. The task is: describe an organic reaction: reactants, conditions, products, and yield Reactants: CC(C#CC1=CC=2[C@]3(C4=CC(=CC=C4OC2C=C1)C=1C=NC=NC1)N=C(OC3)N)(C)C ((4R)-2′-(3,3-Dimethylbut-1-ynyl)-7′-(pyrimidin-5-yl)-5H-spiro[oxazole-4,9′-xanthen]-2-amine), O (water). The solvent is C(=O)(C(F)(F)F)O (TFA). Reaction conditions: temperature 40 celsius. Yields the product NC=1OC[C@@]2(C3=CC(=CC=C3OC=3C=CC(=CC23)C(CC(C)(C)C)=O)C=2C=NC=NC2)N1 (1-((4S)-2-amino-7′-(5-pyrimidinyl)spiro[1,3-oxazole-4,9′-xanthen]-2′-yl)-3,3-dimethyl-1-butanone). RXN SMILES: [CH3:1][C:2]([CH3:31])([CH3:30])[C:3]#[C:4][C:5]1[CH:18]=[CH:17][C:16]2[O:15][C:14]3[C:9](=[CH:10][C:11]([C:19]4[CH:20]=[N:21][CH:22]=[N:23][CH:24]=4)=[CH:12][CH:13]=3)[C@@:8]3([CH2:28][O:27][C:26]([NH2:29])=[N:25]3)[C:7]=2[CH:6]=1.[OH2:32]>C(O)(C(F)(F)F)=O>[NH2:29][C:26]1[O:27][CH2:28][C@@:8]2([N:25]=1)[C:7]1[CH:6]=[C:5]([C:4](=[O:32])[CH2:3][C:2]([CH3:31])([CH3:30])[CH3:1])[CH:18]=[CH:17][C:16]=1[O:15][C:14]1[C:9]2=[CH:10][C:11]([C:19]2[CH:20]=[N:21][CH:22]=[N:23][CH:24]=2)=[CH:12][CH:13]=1. Procedure details: (4R)-2′-(3,3-Dimethylbut-1-ynyl)-7′-(pyrimidin-5-yl)-5H-spiro[oxazole-4,9′-xanthen]-2-amine (70 mg, 171 μmol) was dissolved in TFA (1.31 ml) at RT and water (31 μl, 1705 μmol) was added. The mixture then was heated at 40° C. for 1 hr. TFA was removed in a stream of nitrogen and yellow residue was treated with 1.5 ml of 2N ammonia in methanol for 15 min at RT. The solution was concentrated in vacuo, residue was diluted with ethyl acetate (5 ml), the solution was washed with saturated NaHCO3 solut... The reactants are ClC1=NC=CC(=N1)C1=CC=C(C=C1)[C@H](C)N1C(O[C@@](CC1)(CCCO)C1=CC=C(C=C1)F)=O ((R)-3-((S)-1-(4-(2-chloropyrimidin-4-yl)phenyl)ethyl)-6-(4-fluorophenyl)-6-(3-hydroxypropyl)-1,3-oxazinan-2-one), CO.N (MeOH NH3). Reaction conditions: temperature 90 celsius. Product: NC1=NC=CC(=N1)C1=CC=C(C=C1)[C@H](C)N1C(O[C@@](CC1)(CCCO)C1=CC=C(C=C1)F)=O ((R)-3-((S)-1-(4-(2-aminopyrimidin-4-yl)phenyl)ethyl)-6-(4-fluorophenyl)-6-(3-hydroxypropyl)-1,3-oxazinan-2-one). The yield is 90.0%. Reaction SMILES: Cl[C:2]1[N:7]=[C:6]([C:8]2[CH:13]=[CH:12][C:11]([C@@H:14]([N:16]3[CH2:21][CH2:20][C@@:19]([C:26]4[CH:31]=[CH:30][C:29]([F:32])=[CH:28][CH:27]=4)([CH2:22][CH2:23][CH2:24][OH:25])[O:18][C:17]3=[O:33])[CH3:15])=[CH:10][CH:9]=2)[CH:5]=[CH:4][N:3]=1.CO.[NH3:36]>>[NH2:36][C:2]1[N:7]=[C:6]([C:8]2[CH:13]=[CH:12][C:11]([C@@H:14]([N:16]3[CH2:21][CH2:20][C@@:19]([C:26]4[CH:31]=[CH:30][C:29]([F:32])=[CH:28][CH:27]=4)([CH2:22][CH2:23][CH2:24][OH:25])[O:18][C:17]3=[O:33])[CH3:15])=[CH:10][CH:9]=2)[CH:5]=[CH:4][N:3]=1 |f:1.2|. Procedure details: (R)-3-((S)-1-(4-(2-chloropyrimidin-4-yl)phenyl)ethyl)-6-(4-fluorophenyl)-6-(3-hydroxypropyl)-1,3-oxazinan-2-one (300 mg, 0.6 mmol) was dissolved in MeOH/NH3 (10 mL). The resulting mixture was heated to 90° C. for 24 h. The mixture was concentrated to give the crude product, which was purified by preparative TLC to give (R)-3-((S)-1-(4-(2-aminopyrimidin-4-yl)phenyl)ethyl)-6-(4-fluorophenyl)-6-(3-hydroxypropyl)-1,3-oxazinan-2-one (270 mg, 90%). The reactants are [BH4-], COCCOC, CC(C)(C)OC(=O)N1CC=C(c2ccc(F)cc2)CC1, [K+], [Na+], [OH-], O, OO. The product is CC(C)(C)OC(=O)N1CCC(c2ccc(F)cc2)C(O)C1. RXN SMILES: [BH4-:21].[CH3:27][O:28][CH2:29][CH2:30][O:31][CH3:32].[F:1][c:2]1[cH:3][cH:4][c:5]([C:8]2=[CH:13][CH2:12][N:11]([C:14](=[O:15])[O:16][C:17]([CH3:18])([CH3:19])[CH3:20])[CH2:10][CH2:9]2)[cH:6][cH:7]1.[K+:24].[Na+:22].[OH-:23].[OH2:33].[OH:25][OH:26]>>[F:1][c:2]1[cH:3][cH:4][c:5]([CH:8]2[CH2:9][CH2:10][N:11]([C:14](=[O:15])[O:16][C:17]([CH3:18])([CH3:19])[CH3:20])[CH2:12][CH:13]2[OH:23])[cH:6][cH:7]1. As a reaction SMILES: [C:1]([O:5][C:6](=[O:30])[CH2:7][O:8][C:9]1[CH:14]=[CH:13][CH:12]=[C:11]([CH2:15][NH:16][CH2:17][C:18]2[CH:23]=[CH:22][C:21]([C:24]3[CH:29]=[CH:28][CH:27]=[CH:26][N:25]=3)=[CH:20][CH:19]=2)[CH:10]=1)([CH3:4])([CH3:3])[CH3:2].[C:31]1([S:37](Cl)(=[O:39])=[O:38])[CH:36]=[CH:35][CH:34]=[CH:33][CH:32]=1>>[C:1]([O:5][C:6](=[O:30])[CH2:7][O:8][C:9]1[CH:14]=[CH:13][CH:12]=[C:11]([CH2:15][N:16]([S:37]([C:31]2[CH:36]=[CH:35][CH:34]=[CH:33][CH:32]=2)(=[O:39])=[O:38])[CH2:17][C:18]2[CH:19]=[CH:20][C:21]([C:24]3[CH:29]=[CH:28][CH:27]=[CH:26][N:25]=3)=[CH:22][CH:23]=2)[CH:10]=1)([CH3:4])([CH3:2])[CH3:3]. The product is C(C)(C)(C)OC(COC1=CC(=CC=C1)CN(CC1=CC=C(C=C1)C1=NC=CC=C1)S(=O)(=O)C1=CC=CC=C1)=O ((3-{[Benzenesulfonyl-(4-pyridin-2-yl-benzyl)-amino]-methyl}-phenoxy)-acetic acid tert-butyl ester). Starting materials: C(C)(C)(C)OC(COC1=CC(=CC=C1)CNCC1=CC=C(C=C1)C1=NC=CC=C1)=O ({3-[(4-Pyridin-2-yl-benzylamino)-methyl]-phenoxy}-acetic acid tert-butyl ester), C1(=CC=CC=C1)S(=O)(=O)Cl (benzenesulfonyl chloride). Reported procedure: The title compound of Step B was prepared from {3-[(4-pyridin-2-yl-benzylamino)-methyl]-phenoxy}-acetic acid tert-butyl ester of Step A and benzenesulfonyl chloride following the method described in Example 3, Step B. 1H NMR (400 MHz, CDCl3) δ 8.67 (d, 1H), 7.86 (m, 4H), 7.77-7.51 (m, 5H), 7.24 (m, 1H), 7.11 (m, 3H), 6.76 (dd, 1H), 6.64 (d, 1H), 6.59 (d, 1H), 4.38 (s, 2H), 4.35 (s, 2H), 4.30 (s, 2H), 1.48 (s, 9H); MS 545 (M+1). Starting materials: N1C(=O)NC(=O)C=C1 (uracil), CC1=CC2=C(C(C=3C(=NC=CC3)C=C2)O)C=C1 ((±)-8-Methyl-5H-benzo[4,5]cyclohepta[1,2-b]pyridin-5-ol). Run in C(C)(=O)O (acetic acid). Product: CC1=CC2=C(C(C=3C(=NC=CC3)C=C2)C=2C(NC(NC2)=O)=O)C=C1 ((±)-5-[8-Methyl-5H-benzo[4,5]cyclohepta[1,2-b]pyridin-5-yl]-2,4(1H,3H)pyrimidinedione). Reaction SMILES: [NH:1]1[CH:8]=[CH:7][C:5](=[O:6])[NH:4][C:2]1=[O:3].[CH3:9][C:10]1[CH:25]=[CH:24][C:13]2[CH:14](O)[C:15]3[C:16]([CH:21]=[CH:22][C:12]=2[CH:11]=1)=[N:17][CH:18]=[CH:19][CH:20]=3>C(O)(=O)C>[CH3:9][C:10]1[CH:25]=[CH:24][C:13]2[CH:14]([C:7]3[C:5](=[O:6])[NH:4][C:2](=[O:3])[NH:1][CH:8]=3)[C:15]3[C:16]([CH:21]=[CH:22][C:12]=2[CH:11]=1)=[N:17][CH:18]=[CH:19][CH:20]=3. Procedure details: A solution of uracil (1.87 g) and the product of step (iii) (3.73 g) in glacial acetic acid (30 ml) was heated at 120° C. under nitrogen for 40 hr. The solvent was evaporated under reduced pressure and the residue was partitioned between ethyl acetate and saturated. sodium bicarbonate solution. The organic phase was separated, dried (MgSO4) and evaporated under reduced pressure. Purification was by chromatography eluting with 0-20% methanol in ethyl acetate. Starting materials: CCOC(C#Cc1nc(C(=O)OC)c(=O)n(-c2cccc(C(F)(F)F)c2)c1C)OCC, CO, Cl, N#Cc1ccc(NN)cc1, O. Yields the product COC(=O)c1nc(C#CC=NNc2ccc(C#N)cc2)c(C)n(-c2cccc(C(F)(F)F)c2)c1=O. Reaction SMILES: [CH2:1]([O:2][CH:4]([O:3][CH2:29][CH3:30])[C:5]#[C:6][c:7]1[c:8]([CH3:28])[n:9](-[c:18]2[cH:19][c:20]([C:24]([F:25])([F:26])[F:27])[cH:21][cH:22][cH:23]2)[c:10](=[O:17])[c:11]([C:13](=[O:14])[O:15][CH3:16])[n:12]1)[CH3:31].[CH3:44][OH:45].[ClH:32].[NH:33]([NH2:34])[c:35]1[cH:36][cH:37][c:38]([C:39]#[N:40])[cH:41][cH:42]1.[OH2:43]>>[CH:4]([C:5]#[C:6][c:7]1[c:8]([CH3:28])[n:9](-[c:18]2[cH:19][c:20]([C:24]([F:25])([F:26])[F:27])[cH:21][cH:22][cH:23]2)[c:10](=[O:17])[c:11]([C:13](=[O:14])[O:15][CH3:16])[n:12]1)=[N:34][NH:33][c:35]1[cH:36][cH:37][c:38]([C:39]#[N:40])[cH:41][cH:42]1.